Task: describe an organic reaction: reactants, conditions, products, and yield. Dataset: the Open Reaction Database (ORD), a public repository of structured organic reaction records The reactants are [OH-].[Na+] (sodium hydroxide), C(#N)C1=C(C(=O)C(=C(C1=O)Cl)Cl)C#N (DDQ), C(C(O)C1=CC=CC=C1)(=O)O.C(C)(C)N(CC[C@H](C1=CC=CC=C1)C1=C(C=CC(=C1)CO)O)C(C)C ((R)-N,N-diisopropyl-3-(2-hydroxy-5-hydroxymethylphenyl)-3-phenylpropanamine mandelate), P(=O)([O-])([O-])[O-] (phosphate). The product is C(C)(C)N(CC[C@H](C1=CC=CC=C1)C1=C(C=CC(=C1)C=O)O)C(C)C ((R)-N,N-Diisopropyl-3-(5-formyl-2-hydroxyphenyl)-3-phenylpropanamine). Reported procedure: DDQ (1.1 eq) was added to a solution of (R)-N,N-diisopropyl-3-(2-hydroxy-5-hydroxymethylphenyl)-3-phenylpropanamine mandelate (prepared as described in WO 94/11337, Example 1) (2.46 g, 5 mmol), dichloromethane (20 mL) and phosphate buffer (pH 7) (0.1 mL). Thereafter, sodium hydroxide solution (20 mL, 1 M) and diethyl ether were added and the phases were separated. The water-phase was extracted twice with dichloromethane-diethyl ether (2:1). The organic phase was dried (MgSO4) and evaporated. The... Run in C(C)OCC (diethyl ether), ClCCl (dichloromethane). Reaction SMILES: C(C1C(=O)C(Cl)=C(Cl)C(=O)C=1C#N)#N.C(O)(=O)C(C1C=CC=CC=1)O.[CH:26]([N:29]([CH:48]([CH3:50])[CH3:49])[CH2:30][CH2:31][C@@H:32]([C:39]1[CH:44]=[C:43]([CH2:45][OH:46])[CH:42]=[CH:41][C:40]=1[OH:47])[C:33]1[CH:38]=[CH:37][CH:36]=[CH:35][CH:34]=1)([CH3:28])[CH3:27].P([O-])([O-])([O-])=O.[OH-].[Na+]>C(OCC)C.ClCCl>[CH:48]([N:29]([CH:26]([CH3:28])[CH3:27])[CH2:30][CH2:31][C@@H:32]([C:39]1[CH:44]=[C:43]([CH:45]=[O:46])[CH:42]=[CH:41][C:40]=1[OH:47])[C:33]1[CH:38]=[CH:37][CH:36]=[CH:35][CH:34]=1)([CH3:50])[CH3:49] |f:1.2,4.5|. Reactants: N#Cc1c(F)nc2ccc([N+](=O)[O-])cc2c1F, [H][H], [Na+], [Na+], O=S(=O)([O-])[O-], C1CCOC1. The product is N#Cc1c(F)nc2ccc(N)cc2c1F. RXN SMILES: [C:8](#[N:9])[c:10]1[c:11]([F:24])[n:12][c:13]2[cH:14][cH:15][c:16]([N+:21]([O-:22])=[O:23])[cH:17][c:18]2[c:19]1[F:20].[H:25][H:26].[Na+:1].[Na+:2].[O-:3][S:4](=[O:5])(=[O:6])[O-:7].[O:27]1[CH2:28][CH2:29][CH2:30][CH2:31]1>>[C:8](#[N:9])[c:10]1[c:11]([F:24])[n:12][c:13]2[cH:14][cH:15][c:16]([NH2:21])[cH:17][c:18]2[c:19]1[F:20]. Starting materials: CS(=O)(=O)c1ccc(Oc2ccc(N)c(OCc3ccccc3)c2)cc1, CCOC(=O)C(C)C(C)=O, CCO, Cl, [K+], O=N[O-], [Na+], [OH-], O. The product is CCOC(=O)C(C)=NNc1ccc(Oc2ccc(S(C)(=O)=O)cc2)cc1OCc1ccccc1. As a reaction SMILES: [CH2:1]([c:2]1[cH:3][cH:4][cH:5][cH:6][cH:7]1)[O:8][c:9]1[c:10]([NH2:11])[cH:12][cH:13][c:14]([O:16][c:17]2[cH:18][cH:19][c:20]([S:23](=[O:24])(=[O:25])[CH3:26])[cH:21][cH:22]2)[cH:15]1.[CH3:32][CH:33]([C:34](=[O:35])[O:36][CH2:37][CH3:38])[C:39](=[O:40])[CH3:41].[CH3:45][CH2:46][OH:47].[ClH:27].[K+:43].[N:28]([O-:29])=[O:30].[Na+:31].[OH-:42].[OH2:44]>>[CH2:1]([c:2]1[cH:3][cH:4][cH:5][cH:6][cH:7]1)[O:8][c:9]1[c:10]([NH:11][N:28]=[C:33]([CH3:32])[C:34](=[O:35])[O:36][CH2:37][CH3:38])[cH:12][cH:13][c:14]([O:16][c:17]2[cH:18][cH:19][c:20]([S:23](=[O:24])(=[O:25])[CH3:26])[cH:21][cH:22]2)[cH:15]1. Reactants: C(C1=CC=CC=C1)N1CC=2C=CC(=NC2CC1)Cl (6-Benzyl-2-chloro-5,6,7,8-tetrahydro-1,6-naphthyridine), CN (methylamine). Yields the product CNC1=NC=2CCNCC2C=C1 (N-methyl-5,6,7,8-tetrahydro-1,6-naphthyridin-2-amine). Reaction SMILES: C([N:8]1[CH2:17][CH2:16][C:15]2[N:14]=[C:13](Cl)[CH:12]=[CH:11][C:10]=2[CH2:9]1)C1C=CC=CC=1.[CH3:19][NH2:20]>>[CH3:19][NH:20][C:13]1[CH:12]=[CH:11][C:10]2[CH2:9][NH:8][CH2:17][CH2:16][C:15]=2[N:14]=1. Reported procedure: 6-Benzyl-2-chloro-5,6,7,8-tetrahydro-1,6-naphthyridine was reacted with methylamine; deprotection afforded N-methyl-5,6,7,8-tetrahydro-1,6-naphthyridin-2-amine. Reactants: C1(CCCCC1)C(O)C=1C(=NN(C1)C1=CC=C(C=C1)C(F)(F)F)CC (cyclohexyl{3-ethyl-1-[4-(trifluoromethyl)phenyl]-1H-pyrazol-4-yl}methanol), NC1=CC=C(C=C1)C(=O)NCCC(=O)OCC (ethyl 3-{[(4-aminophenyl)carbonyl]amino}propanoate). Product: C1(CCCCC1)C(C=1C(=NN(C1)C1=CC=C(C=C1)C(F)(F)F)CC)NC1=CC=C(C(=O)NCCC(=O)O)C=C1 (3-({4-[(cyclohexyl{3-ethyl-1-[4-(trifluoromethyl)phenyl]-1H-pyrazol-4-yl}methyl)amino]benzoyl}amino)propanoic acid). The yield is 5.9%. As a reaction SMILES: [CH:1]1([CH:7]([C:9]2[C:10]([CH2:24][CH3:25])=[N:11][N:12]([C:14]3[CH:19]=[CH:18][C:17]([C:20]([F:23])([F:22])[F:21])=[CH:16][CH:15]=3)[CH:13]=2)O)[CH2:6][CH2:5][CH2:4][CH2:3][CH2:2]1.[NH2:26][C:27]1[CH:32]=[CH:31][C:30]([C:33]([NH:35][CH2:36][CH2:37][C:38]([O:40]CC)=[O:39])=[O:34])=[CH:29][CH:28]=1>>[CH:1]1([CH:7]([NH:26][C:27]2[CH:28]=[CH:29][C:30]([C:33]([NH:35][CH2:36][CH2:37][C:38]([OH:40])=[O:39])=[O:34])=[CH:31][CH:32]=2)[C:9]2[C:10]([CH2:24][CH3:25])=[N:11][N:12]([C:14]3[CH:19]=[CH:18][C:17]([C:20]([F:23])([F:22])[F:21])=[CH:16][CH:15]=3)[CH:13]=2)[CH2:6][CH2:5][CH2:4][CH2:3][CH2:2]1. Procedure: Using cyclohexyl{3-ethyl-1-[4-(trifluoromethyl)phenyl]-1H-pyrazol-4-yl}methanol (0.90 g) synthesized above and ethyl 3-{[(4-aminophenyl)carbonyl]amino}propanoate (0.75 g) synthesized in Example 1(2) and in the same manner as in Example 1(7), the title object compound (82 mg, 6%) was obtained as a white solid. Starting materials: CCCCOC(=O)c1ccc(C(F)(F)F)cc1OCCCC, [Li+], [OH-]. Product: CCCCOc1cc(C(F)(F)F)ccc1C(=O)O. As a reaction SMILES: [CH2:1]([CH2:2][CH2:3][CH3:4])[O:5][C:6]([c:7]1[c:8]([O:17][CH2:18][CH2:19][CH2:20][CH3:21])[cH:9][c:10]([C:13]([F:14])([F:15])[F:16])[cH:11][cH:12]1)=[O:22].[Li+:24].[OH-:23]>>[O:5]=[C:6]([c:7]1[c:8]([O:17][CH2:18][CH2:19][CH2:20][CH3:21])[cH:9][c:10]([C:13]([F:14])([F:15])[F:16])[cH:11][cH:12]1)[OH:22]. Reactants: ClCCl, O=S(Br)Br, Cc1cccc(C)n1, OCc1ccc(-c2nc3ccccc3o2)cc1. Product: BrCc1ccc(-c2nc3ccccc3o2)cc1. As a reaction SMILES: [Cl:30][CH2:31][Cl:32].[S:18]([Br:19])([Br:20])=[O:21].[n:22]1[c:23]([CH3:24])[cH:25][cH:26][cH:27][c:28]1[CH3:29].[o:1]1[c:2](-[c:10]2[cH:11][cH:12][c:13]([CH2:14][OH:15])[cH:16][cH:17]2)[n:3][c:4]2[c:5]1[cH:6][cH:7][cH:8][cH:9]2>>[o:1]1[c:2](-[c:10]2[cH:11][cH:12][c:13]([CH2:14][Br:20])[cH:16][cH:17]2)[n:3][c:4]2[c:5]1[cH:6][cH:7][cH:8][cH:9]2. Reactants: 1J, COC(C=1C(N)=CC=CC1)=O (anthranilic acid methyl ester), ClC=1C=NC=C(C1C=O)Cl (3,5-dichloro-4-pyridinecarboxaldehyde). Product: ClC=1C=NC=C(C1CNC1=C(C(=O)O)C=CC=C1)Cl (2-[(3,5-Dichloro-pyridin-4-ylmethyl)-amino]-benzoic acid). As a reaction SMILES: C[O:2][C:3](=[O:11])[C:4]1[C:5](=[CH:7][CH:8]=[CH:9][CH:10]=1)[NH2:6].[Cl:12][C:13]1[CH:14]=[N:15][CH:16]=[C:17]([Cl:21])[C:18]=1[CH:19]=O>>[Cl:12][C:13]1[CH:14]=[N:15][CH:16]=[C:17]([Cl:21])[C:18]=1[CH2:19][NH:6][C:5]1[CH:7]=[CH:8][CH:9]=[CH:10][C:4]=1[C:3]([OH:2])=[O:11]. Procedure details: Prepared by a similar procedure as described for preparation 1J, starting from anthranilic acid methyl ester and 3,5-dichloro-4-pyridinecarboxaldehyde (Aldrich). 13C-NMR (DMSO-d6) δ 170.1, 149.7, 147.9, 142.6, 133.5, 132.2, 131.7, 115.1, 113.2, 110.9, 41.4. Starting materials: BrC=1C=C2C=C(C(NC2=CC1)=O)C#N (6-Bromo-3-cyano-2-[1H]-quinolone), P(=O)(Cl)(Cl)Cl (phosphorus oxychloride). Yields the product ClC1=NC2=CC=C(C=C2C=C1C#N)Br (2-chloro-6-bromo-3-cyano-quinoline). Reaction SMILES: [Br:1][C:2]1[CH:3]=[C:4]2[C:9](=[CH:10][CH:11]=1)[NH:8][C:7](=O)[C:6]([C:13]#[N:14])=[CH:5]2.P(Cl)(Cl)([Cl:17])=O>>[Cl:17][C:7]1[C:6]([C:13]#[N:14])=[CH:5][C:4]2[C:9](=[CH:10][CH:11]=[C:2]([Br:1])[CH:3]=2)[N:8]=1. Procedure: 6-Bromo-3-cyano-2-[1H]-quinolone (142 g) was heated under reflux in phosphorus oxychloride (500 cm3) for 1.5 hours. Volatile material was removed in vacuo and the solid residue was taken into chloroform (400 cm3) and the resulting slurry was poured onto ice. The mixture was neutralised with aqueous ammonia solution (S.G. 0.880) and the aqueous phase was extracted further with chloroform (2×150 cm3). The dried (MgSO4) organic extracts were concentrated in vacuo and the residue chromatographed on ... The reactants are OC1=C(C=O)C=CC=C1O (2,3-dihydroxybenzaldehyde), [I-].C[S+](=O)(C)C (trimethylsulfoxonium iodide), [H-].[Na+] (sodium hydride), resultant mixture, resultant mixture, [Cl-].[NH4+] (ammonium chloride). Yields the product O1CC(C2=C1C(=CC=C2)O)O (2,3-dihydrobenzofuran-3,7-diol). Yield: 38.1%. RXN SMILES: [I-].[CH3:2][S+](C)(C)=O.[H-].[Na+].[OH:9][C:10]1[C:17]([OH:18])=[CH:16][CH:15]=[CH:14][C:11]=1[CH:12]=[O:13].[Cl-].[NH4+]>>[O:9]1[C:10]2[C:17]([OH:18])=[CH:16][CH:15]=[CH:14][C:11]=2[CH:12]([OH:13])[CH2:2]1 |f:0.1,2.3,5.6|. Procedure: To a solution of trimethylsulfoxonium iodide (16.7 g) in dimethylsufoxide (75 ml), sodium hydride (3.19 g) was added, and the resultant mixture was stirred for 1 hour. A solution of 2,3-dihydroxybenzaldehyde (10 g) in dimethylsufoxide (75 ml) was added thereto and the resultant mixture was stirred for 2 days. To the resultant reaction solution, saturated ammonium chloride aqueous solution was added, and extracted with ethyl acetate. The resultant organic phase was washed with a saturated saline,...